This data is from the Open Reaction Database (ORD), a public repository of structured organic reaction records. The task is: describe an organic reaction: reactants, conditions, products, and yield Product: CCOC(=O)c1cc(C)nn1-c1ccc(O)cc1. As a reaction SMILES: [B:20]([Br:21])([Br:22])[Br:23].[CH2:1]([CH3:2])[O:3][C:4](=[O:5])[c:6]1[n:7](-[c:12]2[cH:13][cH:14][c:15]([O:18][CH3:19])[cH:16][cH:17]2)[n:8][c:9]([CH3:11])[cH:10]1.[CH2:24]([Cl:25])[Cl:26]>>[CH2:1]([CH3:2])[O:3][C:4](=[O:5])[c:6]1[n:7](-[c:12]2[cH:13][cH:14][c:15]([OH:18])[cH:16][cH:17]2)[n:8][c:9]([CH3:11])[cH:10]1. The reactants are BrB(Br)Br, CCOC(=O)c1cc(C)nn1-c1ccc(OC)cc1, ClCCl. Starting materials: C(C)(C)(C)OC(=O)CN1C(N(C=CC1=O)CC(=O)OCC1=CC=CC=C1)=O (phenylmethyl 2-(3-{[(tert-butyl)oxycarbonyl]methyl}-2,4-dioxo-1,3-dihydropyrimidinyl)acetate). The reagents and catalysts are [OH-].[Pd+2].[OH-] (palladium hydroxide). Run in C(C)(=O)OCC (ethyl acetate). Run at time 1 hour. Yields the product C(C)(C)(C)OC(=O)CN1C(N(C=CC1=O)CC(=O)O)=O (2-(3-{[(tert-butyl)oxycarbonyl]methyl}-2,4-dioxo-1,3-dihydropyrimidinyl)acetic acid). Reaction SMILES: [C:1]([O:5][C:6]([CH2:8][N:9]1[C:14](=[O:15])[CH:13]=[CH:12][N:11]([CH2:16][C:17]([O:19]CC2C=CC=CC=2)=[O:18])[C:10]1=[O:27])=[O:7])([CH3:4])([CH3:3])[CH3:2]>C(OCC)(=O)C.[OH-].[Pd+2].[OH-]>[C:1]([O:5][C:6]([CH2:8][N:9]1[C:14](=[O:15])[CH:13]=[CH:12][N:11]([CH2:16][C:17]([OH:19])=[O:18])[C:10]1=[O:27])=[O:7])([CH3:4])([CH3:2])[CH3:3] |f:2.3.4|. Procedure: To a solution of phenylmethyl 2-(3-{[(tert-butyl)oxycarbonyl]methyl}-2,4-dioxo-1,3-dihydropyrimidinyl)acetate (1.2) in ethyl acetate (20 ml) was added 20 wt. % palladium hydroxide (50 mg). After stirring the mixture at room temperature under a hydrogen atmosphere for 1 hour, the catalyst was removed by filtration. The filtrate was evaporated under reduced pressure to give 2-(3-{[(tert-butyl)oxycarbonyl]methyl}-2,4-dioxo-1,3-dihydropyrimidinyl)acetic acid as a white powder. The reactants are C1(CCC(=O)O1)=O (succinic anhydride), C1(=CC=CC2=CC=CC=C12)OCCO (β-naphthoxy-ethanol), C1=CC=CC=C1 (benzene). The reagents and catalysts are S(O)(O)(=O)=O (sulfuric acid). The solvent is O (water). Yields the product C1(=CC=CC2=CC=CC=C12)OCCOC(CCC(=O)OCCOC1=CC=CC2=CC=CC=C12)=O (Di-(β-naphthoxyethyl)succinate). The yield is 74.7%. RXN SMILES: [C:1]1(=[O:7])[O:6][C:4](=[O:5])[CH2:3][CH2:2]1.[C:8]1([O:18][CH2:19][CH2:20][OH:21])[C:17]2[C:12](=[CH:13][CH:14]=[CH:15][CH:16]=2)[CH:11]=[CH:10][CH:9]=1.[CH:22]1[CH:27]=[CH:26][CH:25]=[CH:24][CH:23]=1>S(=O)(=O)(O)O.O>[C:8]1([O:18][CH2:19][CH2:20][O:21][C:4](=[O:5])[CH2:3][CH2:2][C:1]([O:6][CH2:9][CH2:8][O:18][C:22]2[C:27]3[C:26](=[CH:10][CH:11]=[CH:12][CH:13]=3)[CH:25]=[CH:24][CH:23]=2)=[O:7])[C:17]2[C:12](=[CH:13][CH:14]=[CH:15][CH:16]=2)[CH:11]=[CH:10][CH:9]=1. Procedure details: 50 g (0.5 mole) of succinic anhydride, 188 g (1 mole) of β-naphthoxy-ethanol and 10 drops of concentrated sulfuric acid are added to 300 ml of dry benzene. The reaction mixture is stirred and refluxed for 8 hours under a Marcusson water separator. The mixture is allowed to cool, the separated product is filtered off by suction, washed with water, then three times with an aqueous sodium carbonate solution, and finally with water again. The product is dried at room temperature. 171 g (74.7%) of th... RXN SMILES: [CH2:30]([Cl:31])[Cl:32].[CH3:17][N:18]([CH:19]=[O:20])[CH3:21].[CH:9]([N-:10][CH:11]([CH3:12])[CH3:13])([CH3:14])[CH3:15].[Cl-:22].[Cl:1][c:2]1[n:3][cH:4][cH:5][c:6]([Cl:8])[cH:7]1.[Li+:16].[NH4+:23].[O:24]1[CH2:25][CH2:26][CH2:27][CH2:28]1.[OH2:29]>>[Cl:1][c:2]1[n:3][cH:4][cH:5][c:6]([Cl:8])[c:7]1[CH:19]=[O:20]. Reactants: ClCCl, CN(C)C=O, CC(C)[N-]C(C)C, [Cl-], Clc1ccnc(Cl)c1, [Li+], [NH4+], C1CCOC1, O. The product is O=Cc1c(Cl)ccnc1Cl. The reactants are IC=1C=C(C=C2C=C(C(OC12)C(F)(F)F)C(=O)OCC)OC(F)(F)F (ethyl 8-iodo-6-(trifluoromethoxy)-2-(trifluoromethyl)-2H-chromene-3-carboxylate), [C-]#N.[K+] (KCN). The reagents and catalysts are [Cu]I (CuI), C=1C=CC(=CC1)[P](C=2C=CC=CC2)(C=3C=CC=CC3)[Pd]([P](C=4C=CC=CC4)(C=5C=CC=CC5)C=6C=CC=CC6)([P](C=7C=CC=CC7)(C=8C=CC=CC8)C=9C=CC=CC9)[P](C=1C=CC=CC1)(C=1C=CC=CC1)C=1C=CC=CC1 (Pd(PPh3)4). Solvent: [Cl-].[Na+].O (brine), C1CCOC1 (THF). Product: C(#N)C=1C=C(C=C2C=C(C(OC12)C(F)(F)F)C(=O)OCC)OC(F)(F)F (ethyl 8-cyano-6-(trifluoromethoxy)-2-(trifluoromethyl)-2H-chromene-3-carboxylate). The yield is 82.0%. RXN SMILES: I[C:2]1[CH:3]=[C:4]([O:21][C:22]([F:25])([F:24])[F:23])[CH:5]=[C:6]2[C:11]=1[O:10][CH:9]([C:12]([F:15])([F:14])[F:13])[C:8]([C:16]([O:18][CH2:19][CH3:20])=[O:17])=[CH:7]2.[C-:26]#[N:27].[K+]>C1COCC1.[Cl-].[Na+].O.[Cu]I.C1C=CC([P]([Pd]([P](C2C=CC=CC=2)(C2C=CC=CC=2)C2C=CC=CC=2)([P](C2C=CC=CC=2)(C2C=CC=CC=2)C2C=CC=CC=2)[P](C2C=CC=CC=2)(C2C=CC=CC=2)C2C=CC=CC=2)(C2C=CC=CC=2)C2C=CC=CC=2)=CC=1>[C:26]([C:2]1[CH:3]=[C:4]([O:21][C:22]([F:24])([F:23])[F:25])[CH:5]=[C:6]2[C:11]=1[O:10][CH:9]([C:12]([F:14])([F:15])[F:13])[C:8]([C:16]([O:18][CH2:19][CH3:20])=[O:17])=[CH:7]2)#[N:27] |f:1.2,4.5.6,^1:42,44,63,82|. Procedure details: A mixture of ethyl 8-iodo-6-(trifluoromethoxy)-2-(trifluoromethyl)-2H-chromene-3-carboxylate prepared as in Example 21a, Step 2 (2.00 g, 4.15 mmole), CuI (158 mg, 0.830 mmole), KCN (1.08 g, 16.6 mmole) and Pd(PPh3)4 (480 mg, 0.415 mmole) in anhydrous THF (5.0 mL) were refluxed under a dry N2 atmosphere for 2.5 days. The mixture was then poured into brine (100 mL), extracted with EtOAc (100 mL), dried over MgSO4 and concentrated in vacuo. Purification by silica chromatography followed by crystall... The reactants are CC1=CC=C(C=N1)C(=O)O (6-methyl-3-pyridinecarboxylic acid), C(CCl)Cl (EDC), C=1C=CC2=C(C1)N=NN2O (HOBt), CCN(C(C)C)C(C)C (DIPEA), Cl.CC1=CNC=2N=CN=C(C21)N2CCC(CC2)N (1-(5-methyl-7H-pyrrolo[2,3-d]pyrimidin-4-yl)-4-piperidinamine hydrochloride). The solvent is C(Cl)Cl (DCM). Run at time 10 minute. Yields the product CC1=CC=C(C=N1)C(=O)NC1CCN(CC1)C1=C2C(NC=N1)=NC=C2C (6-Methyl-N-[1-(5-methyl-1H-pyrrolo[2,3-d]pyrimidin-4-yl)-4-piperidinyl]-3-pyridinecarboxamide). Reaction SMILES: [CH3:1][C:2]1[N:7]=[CH:6][C:5]([C:8]([OH:10])=O)=[CH:4][CH:3]=1.C(Cl)CCl.C1C=CC2N(O)N=NC=2C=1.CCN(C(C)C)C(C)C.Cl.[CH3:35][C:36]1[C:44]2[C:43]([N:45]3[CH2:50][CH2:49][CH:48]([NH2:51])[CH2:47][CH2:46]3)=[N:42][CH:41]=[N:40][C:39]=2[NH:38][CH:37]=1>C(Cl)Cl>[CH3:1][C:2]1[N:7]=[CH:6][C:5]([C:8]([NH:51][CH:48]2[CH2:47][CH2:46][N:45]([C:43]3[N:42]=[CH:41][NH:40][C:39]4=[N:38][CH:37]=[C:36]([CH3:35])[C:44]=34)[CH2:50][CH2:49]2)=[O:10])=[CH:4][CH:3]=1 |f:4.5|. Reported procedure: To a mixture of 6-methyl-3-pyridinecarboxylic acid (46.1 mg, 0.336 mmol), EDC (68.7 mg, 0.359 mmol), HOBt (54.9 mg, 0.359 mmol) and DIPEA (0.098 mL, 0.560 mmol) in DCM (1 mL), prestirred for 10 minutes, was added 1-(5-methyl-7H-pyrrolo[2,3-d]pyrimidin-4-yl)-4-piperidinamine hydrochloride D11 (60 mg) and the mixture stirred for 18 hours. The mixture was partitioned between DCM (4 mL) and aqueous sodium bicarbonate (4 mL) and the aqueous phase was extracted with further DCM (4 mL). The combined or... The product is FC1=C(C(=CC2=NON=C21)C(=O)O)NC2=C(C=C(C=C2)I)C (7-fluoro-6-(4-iodo-2-methyl-phenylamino)-benzo[1,2,5]oxadiazole-5-carboxylic acid). Run at time 5 hour. Starting materials: NC1=C(C(=C(C(=O)OC)C=C1[N+](=O)[O-])NC1=C(C=CC=C1)C)F (methyl 4-amino-3-fluoro-2-(2-methyl-phenylamino)-5-nitrobenzoate), I(=O)C1=C(C(=CC=C1)CC(=O)[O-])CC(=O)[O-] (iodosobenzenediacetate). Reaction SMILES: [NH2:1][C:2]1[C:11]([N+:12]([O-])=[O:13])=[CH:10][C:5]([C:6]([O:8]C)=[O:7])=[C:4]([NH:15][C:16]2[CH:21]=[CH:20][CH:19]=[CH:18][C:17]=2[CH3:22])[C:3]=1[F:23].[I:24](C1C=CC=C(CC([O-])=O)C=1CC([O-])=O)=O>C1C=CC=CC=1>[F:23][C:3]1[C:2]2[C:11](=[N:12][O:13][N:1]=2)[CH:10]=[C:5]([C:6]([OH:8])=[O:7])[C:4]=1[NH:15][C:16]1[CH:21]=[CH:20][C:19]([I:24])=[CH:18][C:17]=1[CH3:22]. Reported procedure: A mixture comprised of methyl 4-amino-3-fluoro-2-(2-methyl-phenylamino)-5-nitrobenzoate (from Step d, Example 1) and iodosobenzenediacetate (1.76 equiv.) in benzene is stirred at ambient temperature for 5 hours. The mixture is concentrated in vacuo and the residue purified by column chromatography to give the desired product. Solvent: C1=CC=CC=C1 (benzene). Starting materials: c1ccc(OCC2CO2)cc1, ClCCl, CN(C)C=O, CO, NCCNc1ccc2[nH]ncc2c1, O. Product: OC(CNCCNc1ccc2[nH]ncc2c1)COc1ccccc1. Reaction SMILES: [CH2:1]([CH:2]1[CH2:3][O:4]1)[O:5][c:6]1[cH:7][cH:8][cH:9][cH:10][cH:11]1.[CH2:32]([Cl:33])[Cl:34].[CH3:25][N:26]([CH3:27])[CH:28]=[O:29].[CH3:30][OH:31].[NH2:12][CH2:13][CH2:14][NH:15][c:16]1[cH:17][c:18]2[cH:19][n:20][nH:21][c:22]2[cH:23][cH:24]1.[OH2:35]>>[CH2:1]([CH:2]([CH2:3][NH:12][CH2:13][CH2:14][NH:15][c:16]1[cH:17][c:18]2[cH:19][n:20][nH:21][c:22]2[cH:23][cH:24]1)[OH:4])[O:5][c:6]1[cH:7][cH:8][cH:9][cH:10][cH:11]1. Reactants: ClC=1C2=C(SC1COC1=CC=C(C=C1)CCC(=O)OC)C=CC=C2 (methyl 4-[(3-chlorobenzo[b]thien-2-yl) methoxy]benzenepropanoate), O1CCCC1 (tetrahydrofuran), O.[OH-].[Li+] (lithium hydroxide monohydrate), Cl (hydrochloric acid). Solvent: O (water), CO (methanol). Run at time 8 hour. Yields the product ClC=1C2=C(SC1COC1=CC=C(C=C1)CCC(=O)O)C=CC=C2 (4-[(3-chlorobenzo[b]thien-2-yl) methoxy]benzenepropanoic acid). The yield is 93.7%. RXN SMILES: [Cl:1][C:2]1[C:3]2[CH:24]=[CH:23][CH:22]=[CH:21][C:4]=2[S:5][C:6]=1[CH2:7][O:8][C:9]1[CH:14]=[CH:13][C:12]([CH2:15][CH2:16][C:17]([O:19]C)=[O:18])=[CH:11][CH:10]=1.O1CCCC1.O.[OH-].[Li+].Cl>O.CO>[Cl:1][C:2]1[C:3]2[CH:24]=[CH:23][CH:22]=[CH:21][C:4]=2[S:5][C:6]=1[CH2:7][O:8][C:9]1[CH:10]=[CH:11][C:12]([CH2:15][CH2:16][C:17]([OH:19])=[O:18])=[CH:13][CH:14]=1 |f:2.3.4|. Reported procedure: A mixture of methyl 4-[(3-chlorobenzo[b]thien-2-yl) methoxy]benzenepropanoate (1.5 g, 4.0 mmol), tetrahydrofuran (20 mL), methanol (5 mL), water (2 mL) and lithium hydroxide monohydrate (0.34 g, 8.0 mmol) was stirred overnight at room temperature. The reaction mixture was neutralized with 0.5N hydrochloric acid, and the mixture was extracted with ethyl acetate. The organic layer was washed with saturated brine and dried over anhydrous magnesium sulfate, and the solvent was evaporated under reduc... Reactants: NC=1C(N(C(N(C1N)CC(C)C)=O)C)=O (5,6-diamino-1-isobutyl-3-methyl-1H-pyrimidine-2,4-dione), O-(7-azabenzotriazo-1-yl)-N,N,N′,N′-tetramethyluronium hexafluorophosphate, CCN(C(C)C)C(C)C (Hunig's base), C(#C)C=1C=C2C(=CN=CC2=CC1)CC(=O)O ((6-Ethynyl-isoquinolin-4-yl)-acetic acid). The solvent is CN(C)C=O (DMF), CN(C)C=O (DMF). Conditions: time 2 hour. The product is C(#C)C=1C=C2C(=CN=CC2=CC1)CC1=NC=2N(C(N(C(C2N1)=O)C)=O)CC(C)C (8-(6-ethynyl-isoquinolin4-ylmethyl)-3-isobutyl-1-methyl-3,7-dihydro-purine-2,6-dione). RXN SMILES: [C:1]([C:3]1[CH:4]=[C:5]2[C:10](=[CH:11][CH:12]=1)[CH:9]=[N:8][CH:7]=[C:6]2[CH2:13][C:14](O)=O)#[CH:2].CCN(C(C)C)C(C)C.[NH2:26][C:27]1[C:28](=[O:40])[N:29]([CH3:39])[C:30](=[O:38])[N:31]([CH2:34][CH:35]([CH3:37])[CH3:36])[C:32]=1[NH2:33]>CN(C=O)C>[C:1]([C:3]1[CH:4]=[C:5]2[C:10](=[CH:11][CH:12]=1)[CH:9]=[N:8][CH:7]=[C:6]2[CH2:13][C:14]1[NH:26][C:27]2[C:28](=[O:40])[N:29]([CH3:39])[C:30](=[O:38])[N:31]([CH2:34][CH:35]([CH3:37])[CH3:36])[C:32]=2[N:33]=1)#[CH:2]. Reported procedure: (6-Ethynyl-isoquinolin-4-yl)-acetic acid (58 mg, 0.28 mmol) is dissolved in DMF (1 ml) and O-(7-azabenzotriazo-1-yl)-N,N,N′,N′-tetramethyluronium hexafluorophosphate (0.125 g, 0.33 mmol) and Hunig's base (0.180 ml, 1.03 mmol) are added, followed by a solution of 5,6-diamino-1-isobutyl-3-methyl-1H-pyrimidine-2,4-dione (58 mg, 0.28 mmol) in DMF (0.7 ml). The reaction is stirred at room temperature for 2 hours. The solvent is evaporated and the residue purified by flash column chromatography (30:1 ...